From a dataset of the Open Reaction Database (ORD), a public repository of structured organic reaction records. describe an organic reaction: reactants, conditions, products, and yield Starting materials: O (water), C(C1=CC=CC=C1)N1C(CCC1CO)CO[Si](C)(C)C(C)(C)C (1-benzyl-2-t-butyldimethylsilyloxymethyl-5-hydroxymethylpyrrolidine), [H-].[Na+] (sodium hydride), CI (methyl iodide). Solvent: C(C)(=O)OCC (ethyl acetate), O1CCCC1 (tetrahydrofuran). Conditions: time 30 minute. The product is C(C1=CC=CC=C1)N1C(CCC1COC)CO[Si](C)(C)C(C)(C)C (1-benzyl-2-t-butyldimethylsilyloxymethyl-5-methoxymethylpyrrolidine). RXN SMILES: [CH2:1]([N:8]1[CH:12]([CH2:13][OH:14])[CH2:11][CH2:10][CH:9]1[CH2:15][O:16][Si:17]([C:20]([CH3:23])([CH3:22])[CH3:21])([CH3:19])[CH3:18])[C:2]1[CH:7]=[CH:6][CH:5]=[CH:4][CH:3]=1.[H-].[Na+].[CH3:26]I.O>O1CCCC1.C(OCC)(=O)C>[CH2:1]([N:8]1[CH:12]([CH2:13][O:14][CH3:26])[CH2:11][CH2:10][CH:9]1[CH2:15][O:16][Si:17]([C:20]([CH3:23])([CH3:22])[CH3:21])([CH3:18])[CH3:19])[C:2]1[CH:3]=[CH:4][CH:5]=[CH:6][CH:7]=1 |f:1.2|. Reported procedure: To a solution of 1-benzyl-2-t-butyldimethylsilyloxymethyl-5-hydroxymethylpyrrolidine (10 g) in tetrahydrofuran (100 ml) was added portionwise sodium hydride (2.3 g) at 0° C. The mixture was stirred at the same temperature for 30 minutes. And then methyl iodide was added to the mixture. After stirring for an hour at room temperature, water and ethyl acetate was added thereto. The aqueous layer was separated and washed twice with ethyl acetate. The combined organic layer was washed with saturated ...